Dataset: the Open Reaction Database (ORD), a public repository of structured organic reaction records. Task: describe an organic reaction: reactants, conditions, products, and yield The reactants are CS(=O)(=O)C=1N=NC(=CN1)C(C)NC(OC(C)(C)C)=O (tert-butyl 1-[3-(methylsulfonyl)-1,2,4-triazin-6-yl]ethylcarbamate), CS(=O)(=O)C=1N=NC(=CN1)C(C)NC(OC(C)(C)C)=O (tert-butyl 1-[3-(methylsulfonyl)-1,2,4-triazin-6-yl]ethylcarbamate), COC=1C=C(N)C=C(C1OC)OC (3,4,5-trimethoxyaniline). The reagents and catalysts are O.C1(=CC=C(C=C1)S(=O)(=O)O)C (4-toluenesulfonic acid monohydrate). Run in O1CCCC1 (tetrahydrofuran). Run at time 24 hour. Yields the product COC=1C=C(C=C(C1OC)OC)NC=1N=NC(=CN1)C(C)NC(OC(C)(C)C)=O (tert-butyl 1-{3-[(3,4,5-trimethoxyphenyl)amino]-1,2,4-triazin-6-yl}ethylcarbamate). The yield is 49.3%. Reaction SMILES: CS([C:5]1[N:6]=[N:7][C:8]([CH:11]([NH:13][C:14](=[O:20])[O:15][C:16]([CH3:19])([CH3:18])[CH3:17])[CH3:12])=[CH:9][N:10]=1)(=O)=O.[CH3:21][O:22][C:23]1[CH:24]=[C:25]([CH:27]=[C:28]([O:32][CH3:33])[C:29]=1[O:30][CH3:31])[NH2:26]>O1CCCC1.O.C1(C)C=CC(S(O)(=O)=O)=CC=1>[CH3:33][O:32][C:28]1[CH:27]=[C:25]([NH:26][C:5]2[N:6]=[N:7][C:8]([CH:11]([NH:13][C:14](=[O:20])[O:15][C:16]([CH3:19])([CH3:18])[CH3:17])[CH3:12])=[CH:9][N:10]=2)[CH:24]=[C:23]([O:22][CH3:21])[C:29]=1[O:30][CH3:31] |f:3.4|. Reported procedure: To a stirred solution of tert-butyl 1-[3-(methylsulfonyl)-1,2,4-triazin-6-yl]ethylcarbamate (Intermediate 7) (2.0 g, 6.5 mmol) in tetrahydrofuran (50 mL) was added 3,4,5-trimethoxyaniline (1.8 g, 9.7 mmol) and 4-toluenesulfonic acid monohydrate (60 mg). After stirring for 24 hours, silica gel (10 g) was added to the solution, followed by evaporation of the volatiles under reduced pressure. The pre-adsorbed solids were loaded into a solid loading cartridge and subjected to a gradient elution usin... Yields the product COC([C@H](CC1=CC(=C(C=C1)OC(CO[Si](C1=CC=CC=C1)(C1=CC=CC=C1)C(C)(C)C)C1=CC=C(C=C1)OCC1=CC(=C(C=C1)Cl)Cl)Br)NC(=O)OC(C)(C)C)=O ((S)-3-(3-Bromo-4-{2-(tert-butyl-diphenyl-silanyloxy)-1-[4-(3,4-dichloro-benzyloxy)-phenyl]-ethoxy}-phenyl)-2-tert-butoxycarbonylamino-propionic acid methyl ester). Reaction conditions: temperature 0 celsius, time 1 hour. Reported procedure: 2-(tert-Butyl-diphenyl-silanyloxy)-1-[4-(3,4-dichloro-benzyloxy)-phenyl]-ethanol (11.0 g), (S)-3-(3-bromo-4-hydroxy-phenyl)-2-tert-butoxycarbonylamino-propionic acid methyl ester (7.46 g), and triphenylphosphine (7.87 g) were dissolved in 75.0 mL of anhydrous DCM and the mixture cooled to 0° C. DIAD (5.85 mL) was added drop wise to the reaction mixture. After 1 h, the cooling bath was removed and the reaction stirred overnight. Concentration gave a dark orange oil which was purified by silica ge... As a reaction SMILES: [C:1]([Si:5]([C:32]1[CH:37]=[CH:36][CH:35]=[CH:34][CH:33]=1)([C:26]1[CH:31]=[CH:30][CH:29]=[CH:28][CH:27]=1)[O:6][CH2:7][CH:8]([C:10]1[CH:15]=[CH:14][C:13]([O:16][CH2:17][C:18]2[CH:23]=[CH:22][C:21]([Cl:24])=[C:20]([Cl:25])[CH:19]=2)=[CH:12][CH:11]=1)[OH:9])([CH3:4])([CH3:3])[CH3:2].[CH3:38][O:39][C:40](=[O:59])[C@@H:41]([NH:51][C:52]([O:54][C:55]([CH3:58])([CH3:57])[CH3:56])=[O:53])[CH2:42][C:43]1[CH:48]=[CH:47][C:46](O)=[C:45]([Br:50])[CH:44]=1.C1(P(C2C=CC=CC=2)C2C=CC=CC=2)C=CC=CC=1.CC(OC(/N=N/C(OC(C)C)=O)=O)C>C(Cl)Cl>[CH3:38][O:39][C:40](=[O:59])[C@@H:41]([NH:51][C:52]([O:54][C:55]([CH3:57])([CH3:56])[CH3:58])=[O:53])[CH2:42][C:43]1[CH:48]=[CH:47][C:46]([O:9][CH:8]([C:10]2[CH:11]=[CH:12][C:13]([O:16][CH2:17][C:18]3[CH:23]=[CH:22][C:21]([Cl:24])=[C:20]([Cl:25])[CH:19]=3)=[CH:14][CH:15]=2)[CH2:7][O:6][Si:5]([C:1]([CH3:4])([CH3:2])[CH3:3])([C:32]2[CH:37]=[CH:36][CH:35]=[CH:34][CH:33]=2)[C:26]2[CH:27]=[CH:28][CH:29]=[CH:30][CH:31]=2)=[C:45]([Br:50])[CH:44]=1. Starting materials: CC(C)OC(=O)/N=N/C(=O)OC(C)C (DIAD), C(C)(C)(C)[Si](OCC(O)C1=CC=C(C=C1)OCC1=CC(=C(C=C1)Cl)Cl)(C1=CC=CC=C1)C1=CC=CC=C1 (2-(tert-Butyl-diphenyl-silanyloxy)-1-[4-(3,4-dichloro-benzyloxy)-phenyl]-ethanol), COC([C@H](CC1=CC(=C(C=C1)O)Br)NC(=O)OC(C)(C)C)=O ((S)-3-(3-bromo-4-hydroxy-phenyl)-2-tert-butoxycarbonylamino-propionic acid methyl ester), C1(=CC=CC=C1)P(C1=CC=CC=C1)C1=CC=CC=C1 (triphenylphosphine). Solvent: C(Cl)Cl (DCM).